From a dataset of the Open Reaction Database (ORD), a public repository of structured organic reaction records. describe an organic reaction: reactants, conditions, products, and yield Starting materials: F[B-](F)(F)F, O=C(O)c1cccc(Br)n1, COc1ccc(OC)c(CN)c1, CCN(C(C)C)C(C)C, [Na+], O=C([O-])O, CN(C)C=O, CN(C)C(On1nnc2ccccc21)=[N+](C)C. Yields the product COc1ccc(OC)c(CNC(=O)c2cccc(Br)n2)c1. RXN SMILES: [B-:23]([F:24])([F:25])([F:26])[F:27].[Br:1][c:2]1[cH:3][cH:4][cH:5][c:6]([C:8](=[O:9])[OH:10])[n:7]1.[CH3:11][O:12][c:13]1[c:14]([CH2:15][NH2:16])[cH:17][c:18]([O:21][CH3:22])[cH:19][cH:20]1.[CH:45]([N:46]([CH2:47][CH3:48])[CH:49]([CH3:50])[CH3:51])([CH3:52])[CH3:53].[Na+:58].[O-:54][C:55]([OH:56])=[O:57].[O:59]=[CH:60][N:61]([CH3:62])[CH3:63].[n:28]1([O:29][C:30]([N:31]([CH3:32])[CH3:33])=[N+:34]([CH3:35])[CH3:36])[c:37]2[cH:38][cH:39][cH:40][cH:41][c:42]2[n:43][n:44]1>>[Br:1][c:2]1[cH:3][cH:4][cH:5][c:6]([C:8](=[O:10])[NH:16][CH2:15][c:14]2[c:13]([O:12][CH3:11])[cH:20][cH:19][c:18]([O:21][CH3:22])[cH:17]2)[n:7]1. The reactants are O(C1=CC=CC=C1)CC(=O)NC1C(N(C1)C(C(=O)OC(C1=CC=CC=C1)C1=CC=CC=C1)(C(=C)C)OC)=O (benzhydryl 2-(3-phenoxyacetamido-2-oxoazetidin-1-yl)-2-methoxy-3-methyl-3-butenoate), O(C1=CC=CC=C1)CC(=O)NC1C(N(C1)C(C(=O)OC(C1=CC=CC=C1)C1=CC=CC=C1)=C(CBr)C)=O (benzhydryl 2-(3-phenoxyacetamido-2-oxoazetidin-1-yl)-3-methyl-4-bromo-2-butenoate), C(C)(=O)OCC (ethyl acetate). The reagents and catalysts are Cl(=O)(=O)(=O)[O-].[Ag+] (silver perchlorate). Run in CO (methanol). Reaction conditions: time 1 hour. Yields the product O(C1=CC=CC=C1)CC(=O)NC1C(N(C1)C(C(=O)OC(C1=CC=CC=C1)C1=CC=CC=C1)=C(COC)C)=O (Benzhydryl 2-(3-phenoxyacetamido-2-oxoazetidin-1-yl)-3-methyl-4-methoxy-2-butenoate). Reaction SMILES: [O:1]([CH2:8][C:9]([NH:11][CH:12]1[CH2:15][N:14]([C:16](=[C:33]([CH3:36])[CH2:34]Br)[C:17]([O:19][CH:20]([C:27]2[CH:32]=[CH:31][CH:30]=[CH:29][CH:28]=2)[C:21]2[CH:26]=[CH:25][CH:24]=[CH:23][CH:22]=2)=[O:18])[C:13]1=[O:37])=[O:10])[C:2]1[CH:7]=[CH:6][CH:5]=[CH:4][CH:3]=1.[C:38](OCC)(=[O:40])C.O(CC(NC1CN(C(OC)(C(C)=C)C(OC(C2C=CC=CC=2)C2C=CC=CC=2)=O)C1=O)=O)C1C=CC=CC=1>CO.Cl([O-])(=O)(=O)=O.[Ag+]>[O:1]([CH2:8][C:9]([NH:11][CH:12]1[CH2:15][N:14]([C:16](=[C:33]([CH3:36])[CH2:34][O:40][CH3:38])[C:17]([O:19][CH:20]([C:27]2[CH:32]=[CH:31][CH:30]=[CH:29][CH:28]=2)[C:21]2[CH:26]=[CH:25][CH:24]=[CH:23][CH:22]=2)=[O:18])[C:13]1=[O:37])=[O:10])[C:2]1[CH:7]=[CH:6][CH:5]=[CH:4][CH:3]=1 |f:4.5|. Procedure details: To a solution of 281 mg (0.5 mmol) of benzhydryl 2-(3-phenoxyacetamido-2-oxoazetidin-1-yl)-3-methyl-4-bromo-2-butenoate in 10 ml of methanol at 0° was added 207 mg (1 mmol) of silver perchlorate. The reaction mixture was stirred for 1 hour. A large amount of ethyl acetate was added. The resulting solution was washed thoroughly with brine, dried, and evaporated in vacuo to dryness to provide a mixture of the title product and benzhydryl 2-(3-phenoxyacetamido-2-oxoazetidin-1-yl)-2-methoxy-3-methyl... Reactants: B, C1CCOC1, Cl, NC(=O)c1cc(-n2nc(C(F)(F)F)cc2-c2ccco2)cs1. The product is NCc1cc(-n2nc(C(F)(F)F)cc2-c2ccco2)cs1. Reaction SMILES: [BH3:1].[CH2:25]1[O:26][CH2:27][CH2:28][CH2:29]1.[ClH:24].[o:2]1[c:3](-[c:7]2[cH:8][c:9]([C:20]([F:21])([F:22])[F:23])[n:10][n:11]2-[c:12]2[cH:13][c:14]([C:17](=[O:18])[NH2:19])[s:15][cH:16]2)[cH:4][cH:5][cH:6]1>>[o:2]1[c:3](-[c:7]2[cH:8][c:9]([C:20]([F:21])([F:22])[F:23])[n:10][n:11]2-[c:12]2[cH:13][c:14]([CH2:17][NH2:19])[s:15][cH:16]2)[cH:4][cH:5][cH:6]1. Reactants: C(C)O (ethanol), [BH4-].[Na+] (sodium borohydride), [Cl-].[Ca+2].[Cl-] (calcium chloride), CC(C)(CCC[C@@H](C)[C@H]1CC[C@H]2C3=CC=C4CC(C=C[C@]4(C)[C@H]3CC[C@]12C)=O)O (cholesta-1,5,7-trien-3-on-25-ol). Solvent: C(C)(=O)O (acetic acid), CO (methanol), CCOCC (ether). Reaction conditions: temperature 10 celsius, time 20 minute. The product is CC(C)(CCC[C@@H](C)[C@H]1CC[C@H]2C3=CC=C4C[C@H](C=C[C@]4(C)[C@H]3CC[C@]12C)O)O (cholesta-1,5,7-triene-3β,25-diol). Reaction SMILES: C(O)C.[BH4-].[Na+].[Cl-].[Ca+2].[Cl-].[CH3:9][C:10]([OH:37])([CH2:12][CH2:13][CH2:14][C@H:15]([C@@H:17]1[C@:34]2([CH3:35])[C@H:20]([C:21]3[C@H:31]([CH2:32][CH2:33]2)[C@:29]2([CH3:30])[C:24]([CH2:25][C:26](=[O:36])[CH:27]=[CH:28]2)=[CH:23][CH:22]=3)[CH2:19][CH2:18]1)[CH3:16])[CH3:11]>C(O)(=O)C.CCOCC.CO>[CH3:9][C:10]([OH:37])([CH2:12][CH2:13][CH2:14][C@H:15]([C@@H:17]1[C@:34]2([CH3:35])[C@H:20]([C:21]3[C@H:31]([CH2:32][CH2:33]2)[C@:29]2([CH3:30])[C:24]([CH2:25][C@@H:26]([OH:36])[CH:27]=[CH:28]2)=[CH:23][CH:22]=3)[CH2:19][CH2:18]1)[CH3:16])[CH3:11] |f:1.2,3.4.5|. Reported procedure: 100 ml of an ethanol solution containing 2.5 g of sodium borohydride was added dropwise under agitation to 110 ml of methanol containing 4.9 g of calcium chloride, which was cooled below - 10° C. The mixture was agitated for 20 minutes while maintaining the temperature at about -10° C. Then, 100 ml of the ether solution containing crude cholesta-1,5,7-trien-3-on-25-ol, which was prepared in (1.) above, was added dropwise to the above mixture. The reaction mixture was further agitated at -10° C. ... The reactants are [Cl-].O[C@@H]1C[C@@H]([NH2+]C1)C(NC1=CC=C(C=C1)N1C(C=CC=C1)=O)=O ((2R,4R)-4-hydroxy-2-[4-(2-oxo-2H-pyridin-1-yl)phenylcarbamoyl]pyrrolidinium chloride), C(C)N(C(C)C)C(C)C (N-ethyldiisopropylamine), resultant suspension, ClC(=O)OC1=CC=C(C=C1)[N+](=O)[O-] (4-nitrophenyl chloroformate), NC1=NC=C(C=C1)Cl (2-amino-5-chloropyridine), N1=CC=CC=C1 (pyridine). The solvent is ClCCl (dichloromethane). Run at time 1 hour. The product is ClC=1C=CC(=NC1)NC(=O)N1[C@H](C[C@H](C1)O)C(=O)NC1=CC=C(C=C1)N1C(C=CC=C1)=O (1-N-[(5-chloropyridin-2-yl)]-2-N-{[4-(2-oxo-2H-pyridin-1-yl)phenyl]}-(2R,4R)-4-hydroxypyrrolidine-1,2-dicarboxamide). RXN SMILES: Cl[C:2](OC1C=CC([N+]([O-])=O)=CC=1)=[O:3].[NH2:14][C:15]1[CH:20]=[CH:19][C:18]([Cl:21])=[CH:17][N:16]=1.N1C=CC=CC=1.[Cl-].[OH:29][C@H:30]1[CH2:34][NH2+:33][C@@H:32]([C:35](=[O:50])[NH:36][C:37]2[CH:42]=[CH:41][C:40]([N:43]3[CH:48]=[CH:47][CH:46]=[CH:45][C:44]3=[O:49])=[CH:39][CH:38]=2)[CH2:31]1.C(N(C(C)C)C(C)C)C>ClCCl>[Cl:21][C:18]1[CH:19]=[CH:20][C:15]([NH:14][C:2]([N:33]2[CH2:34][C@H:30]([OH:29])[CH2:31][C@@H:32]2[C:35]([NH:36][C:37]2[CH:38]=[CH:39][C:40]([N:43]3[CH:48]=[CH:47][CH:46]=[CH:45][C:44]3=[O:49])=[CH:41][CH:42]=2)=[O:50])=[O:3])=[N:16][CH:17]=1 |f:3.4|. Procedure details: 894 mg (4.43 mmol) of 4-nitrophenyl chloroformate are added to a solution of 570 mg (4.43 mmol) of 2-amino-5-chloropyridine and 0.73 ml (9.0 mmol) of pyridine in 50 ml of dichloromethane, and the mixture is stirred at room temperature for 1 hour. 1.49 g (4.43 mmol) of (2R,4R)-4-hydroxy-2-[4-(2-oxo-2H-pyridin-1-yl)phenylcarbamoyl]pyrrolidinium chloride and 1.5 ml (9.0 mmol) of N-ethyldiisopropylamine are added to the resultant suspension, and the reaction mixture is stirred at room temperature fo... Starting materials: C(C)(C)(C)OC(=O)C1NC(C(C1C1=C(C(=CC=C1)Cl)F)(C1=C(C=C(C=C1)Cl)Cl)C#N)CC(C)(C)C (rac-(2R,3S,4R,5S)-3-(3-chloro-2-fluoro-phenyl)-4-cyano-4-(2,4-dichloro-phenyl)-5-(2,2-dimethyl-propyl)-pyrrolidine-2-carboxylic acid tert-butyl ester), FC(C(=O)O)(F)F (trifluoroacetic acid). Solvent: ClCCl (dichloromethane). Product: FC(C(=O)O)(F)F.ClC=1C(=C(C=CC1)C1C(NC(C1(C1=C(C=C(C=C1)Cl)Cl)C#N)CC(C)(C)C)C(=O)O)F (rac-(2R,3S,4R,5S)-3-(3-chloro-2-fluoro-phenyl)-4-cyano-4-(2,4-dichloro-phenyl)-5-(2,2-dimethyl-propyl)-pyrrolidine-2-carboxylic acid trifluoroacetic acid). Isolated yield 100.0%. Reaction SMILES: C([O:5][C:6]([CH:8]1[CH:12]([C:13]2[CH:18]=[CH:17][CH:16]=[C:15]([Cl:19])[C:14]=2[F:20])[C:11]([C:29]#[N:30])([C:21]2[CH:26]=[CH:25][C:24]([Cl:27])=[CH:23][C:22]=2[Cl:28])[CH:10]([CH2:31][C:32]([CH3:35])([CH3:34])[CH3:33])[NH:9]1)=[O:7])(C)(C)C.[F:36][C:37]([F:42])([F:41])[C:38]([OH:40])=[O:39]>ClCCl>[F:36][C:37]([F:42])([F:41])[C:38]([OH:40])=[O:39].[Cl:19][C:15]1[C:14]([F:20])=[C:13]([CH:12]2[C:11]([C:29]#[N:30])([C:21]3[CH:26]=[CH:25][C:24]([Cl:27])=[CH:23][C:22]=3[Cl:28])[CH:10]([CH2:31][C:32]([CH3:35])([CH3:33])[CH3:34])[NH:9][CH:8]2[C:6]([OH:7])=[O:5])[CH:18]=[CH:17][CH:16]=1 |f:3.4|. Reported procedure: In a manner similar to the method described in Example 25a, rac-(2R,3S,4R,5S)-3-(3-chloro-2-fluoro-phenyl)-4-cyano-4-(2,4-dichloro-phenyl)-5-(2,2-dimethyl-propyl)-pyrrolidine-2-carboxylic acid tert-butyl ester prepared in Example 56b (2.4 g, 7.4 mmol) was reacted with trifluoroacetic acid in dichloromethane at room temperature to give rac-(2R,3S,4R,5S)-3-(3-chloro-2-fluoro-phenyl)-4-cyano-4-(2,4-dichloro-phenyl)-5-(2,2-dimethyl-propyl)-pyrrolidine-2-carboxylic acid trifluoroacetic acid as a whit... Reactants: CCOC(=O)C1SC(c2ncn(Cc3ccccc3)c2C)SCC1=O, Cl, O, O=S(=O)(O)O. Product: Cc1c(C2SCC(=O)CS2)ncn1Cc1ccccc1. As a reaction SMILES: [CH2:1]([c:2]1[cH:3][cH:4][cH:5][cH:6][cH:7]1)[n:8]1[cH:9][n:10][c:11]([CH:14]2[S:15][CH2:16][C:17](=[O:25])[CH:18]([C:20]([O:21][CH2:22][CH3:23])=[O:24])[S:19]2)[c:12]1[CH3:13].[ClH:32].[OH2:31].[S:26](=[O:27])(=[O:28])([OH:29])[OH:30]>>[CH2:1]([c:2]1[cH:3][cH:4][cH:5][cH:6][cH:7]1)[n:8]1[cH:9][n:10][c:11]([CH:14]2[S:15][CH2:16][C:17](=[O:25])[CH2:18][S:19]2)[c:12]1[CH3:13].